This data is from the Open Reaction Database (ORD), a public repository of structured organic reaction records. The task is: describe an organic reaction: reactants, conditions, products, and yield The product is Nc1ncc(Cl)cc1C=CC(=O)N1CCOCC1. As a reaction SMILES: [CH2:14]1[CH2:15][O:16][CH2:17][CH2:18][NH:19]1.[CH:20]([O:21][CH:22]([CH3:23])[CH3:24])([CH3:25])[CH3:26].[CH:27]([OH:28])([CH3:29])[CH3:30].[NH2:1][c:2]1[n:3][cH:4][c:5]([Cl:13])[cH:6][c:7]1[CH:8]=[CH:9][C:10](=[O:11])[OH:12]>>[NH2:1][c:2]1[n:3][cH:4][c:5]([Cl:13])[cH:6][c:7]1[CH:8]=[CH:9][C:10](=[O:12])[N:19]1[CH2:14][CH2:15][O:16][CH2:17][CH2:18]1. Reactants: C1COCCN1, CC(C)OC(C)C, CC(C)O, Nc1ncc(Cl)cc1C=CC(=O)O. Starting materials: ClCCCBr, O=C1CCc2cc(O)ccc2N1. The product is O=C1CCc2cc(OCCCCl)ccc2N1. Reaction SMILES: [Br:13][CH2:14][CH2:15][CH2:16][Cl:17].[OH:1][c:2]1[cH:3][c:4]2[c:9]([cH:10][cH:11]1)[NH:8][C:7](=[O:12])[CH2:6][CH2:5]2>>[O:1]([c:2]1[cH:3][c:4]2[c:9]([cH:10][cH:11]1)[NH:8][C:7](=[O:12])[CH2:6][CH2:5]2)[CH2:14][CH2:15][CH2:16][Cl:17]. The reactants are S(O)(O)(=O)=O (sulphuric acid), C(C)(C)(C)NC(=O)[C@H]1NC[C@H]2CCCC[C@H]2C1 (N-tert.butyl-decahydro-(4aS,8aS)-isoquinoline-3(S)-carboxamide), N(=[N+]=[N-])[C@@H](CC1=CC=CC=C1)[C@@H]1OS(OC1)(=O)=O (4(S)-[1(S)-azido-2-phenylethyl]-1,3,2-dioxathiolane 2,2-dioxide), solution, [OH-].[Na+] (sodium hydroxide). Solvent: CO (methanol), O1CCCC1 (tetrahydrofuran). The product is N(=[N+]=[N-])[C@H]([C@@H](CN1C[C@H]2CCCC[C@H]2C[C@H]1C(=O)NC(C)(C)C)O)CC1=CC=CC=C1 (2-[3(S)-azido-2(R)-hydroxy-4-phenylbutyl]--N-tert.butyl-decahydro-(4aS,8aS)-isoquinoline-3(S)-carboxamide). Yield: 13.3%. As a reaction SMILES: [C:1]([NH:5][C:6]([C@@H:8]1[CH2:17][C@H:16]2[C@H:11]([CH2:12][CH2:13][CH2:14][CH2:15]2)[CH2:10][NH:9]1)=[O:7])([CH3:4])([CH3:3])[CH3:2].[N:18]([C@H:21]([C@H:29]1[CH2:33]OS(=O)(=O)[O:30]1)[CH2:22][C:23]1[CH:28]=[CH:27][CH:26]=[CH:25][CH:24]=1)=[N+:19]=[N-:20].S(=O)(=O)(O)O.[OH-].[Na+]>O1CCCC1.CO>[N:18]([C@@H:21]([CH2:22][C:23]1[CH:28]=[CH:27][CH:26]=[CH:25][CH:24]=1)[C@H:29]([OH:30])[CH2:33][N:9]1[C@H:8]([C:6]([NH:5][C:1]([CH3:4])([CH3:2])[CH3:3])=[O:7])[CH2:17][C@H:16]2[C@H:11]([CH2:12][CH2:13][CH2:14][CH2:15]2)[CH2:10]1)=[N+:19]=[N-:20] |f:3.4|. Procedure details: A solution of 237 mg (1 mmol) of N-tert.butyl-decahydro-(4aS,8aS)-isoquinoline-3(S)-carboxamide and 300 mg (1.1 mmol) of 4(S)-[1(S)-azido-2-phenylethyl]-1,3,2-dioxathiolane 2,2-dioxide in 10 ml of tetrahydrofuran was stirred at room temperature under an argon atmosphere for 2 days, during which time some white solid deposits formed. The mixture was evaporated to give a white powder which was taken up in a 10% solution of sulphuric acid in 70% aqueous methanol and heated under reflux for 30 minut... The reactants are ice, ClCC1(OC1)C (2-(chloromethyl)-2-methyloxirane), IC1=CC=C(C=C1)O (4-iodophenol), C(=O)([O-])[O-].[K+].[K+] (K2CO3), [Na+].[I-] (NaI), ClCC1(OC1)C (2-(chloromethyl)-2-methyloxirane). Solvent: CN(C)C=O (DMF). Run at temperature 70 celsius, time 15 hour. The product is IC1=CC=C(OCC2(OC2)C)C=C1 (2-[(4-iodophenoxy)methyl]-2-methyloxirane). The yield is 68.6%. RXN SMILES: [I:1][C:2]1[CH:7]=[CH:6][C:5]([OH:8])=[CH:4][CH:3]=1.C([O-])([O-])=O.[K+].[K+].[Na+].[I-].Cl[CH2:18][C:19]1([CH3:22])[CH2:21][O:20]1>CN(C=O)C>[I:1][C:2]1[CH:7]=[CH:6][C:5]([O:8][CH2:18][C:19]2([CH3:22])[CH2:21][O:20]2)=[CH:4][CH:3]=1 |f:1.2.3,4.5|. Procedure: A mixture of 4-iodophenol (2.00 g, 9.09 mmol), powdered K2CO3 (2.54 g, 18.4 mmol), NaI (364 mg, 2.43 mmol) and 2-(chloromethyl)-2-methyloxirane (97) (0.90 mL, 9.31 mmol) in anhydrous DMF (5 mL) was stirred in a sealed vial at 70° C. for 15 h. Further 2-(chloromethyl)-2-methyloxirane (97) (0.18 mL, 1.86 mmol) was added and the mixture was then stirred at 73° C. for 17 h. The cooled mixture was added to ice/aqueous NaHCO3 (100 mL) and extracted with Et2O (5×100 mL). The extracts were washed with w... Starting materials: ice water, IC1=COC2=CC=CC=C2C1=O (3-iodochromone), N1=CNC2=C1C=CC=C2 (benzimidazole), C([O-])([O-])=O.[K+].[K+] (potassium carbonate). Solvent: CN(C=O)C (dimethylformamide). Yields the product N1=C(NC2=C1C=CC=C2)C=2OC1=CC=CC=C1C(C2)=O (2-benzimidazolylchromone). The yield is 87.3%. As a reaction SMILES: I[C:2]1[C:11](=[O:12])[C:10]2[C:5](=[CH:6][CH:7]=[CH:8][CH:9]=2)[O:4][CH:3]=1.[N:13]1[C:17]2[CH:18]=[CH:19][CH:20]=[CH:21][C:16]=2[NH:15][CH:14]=1.C(=O)([O-])[O-].[K+].[K+]>CN(C)C=O>[N:13]1[C:17]2[CH:18]=[CH:19][CH:20]=[CH:21][C:16]=2[NH:15][C:14]=1[C:3]1[O:4][C:5]2[C:10]([C:11](=[O:12])[CH:2]=1)=[CH:9][CH:8]=[CH:7][CH:6]=2 |f:2.3.4|. Reported procedure: To an eggplant type flask (25 ml), 3-iodochromone (136 mg) prepared in Example 1, benzimidazole (236 mg), potassium carbonate (1382 mg), and dimethylformamide (15 ml) were added and the mixture was reacted at 80° C. for 2 hours with stirring. The reaction mixture was added to ice water and extracted with chloroform. The organic layer was dried over anhydrous sodium sulfate, and concentrated under reduced pressure. The residue was purifiedby the silica gel column chromatography, and the purified ... The reactants are CC(=O)[O-], CC(=O)[O-], CC1(C)OB(c2ccc(CN3CCOCC3)cc2)OC1(C)C, CO, COCCOCCOC, CN(C)c1ccccc1-c1ccccc1P(C1CCCCC1)C1CCCCC1, CCc1c(C(=O)NCc2c(C)cc(C)[nH]c2=O)cc(Cl)cc1N(CC)C1CCOCC1, [Cs+], [F-], [Pd+2]. Product: CCc1c(C(=O)NCc2c(C)cc(C)[nH]c2=O)cc(-c2ccc(CN3CCOCC3)cc2)cc1N(CC)C1CCOCC1. Reaction SMILES: [C:84]([O-:85])(=[O:86])[CH3:87].[C:88]([O-:89])(=[O:90])[CH3:91].[CH3:62][C:63]1([CH3:64])[C:65]([CH3:66])([CH3:67])[O:68][B:69]([c:70]2[cH:71][cH:72][c:73]([CH2:74][N:75]3[CH2:76][CH2:77][O:78][CH2:79][CH2:80]3)[cH:81][cH:82]2)[O:83]1.[CH3:93][OH:94].[CH3:95][O:96][CH2:97][CH2:98][O:99][CH2:100][CH2:101][O:102][CH3:103].[CH:32]1([P:33]([CH:34]2[CH2:35][CH2:36][CH2:37][CH2:38][CH2:39]2)[c:40]2[cH:41][cH:42][cH:43][cH:44][c:45]2-[c:46]2[c:47]([N:48]([CH3:49])[CH3:50])[cH:51][cH:52][cH:53][cH:54]2)[CH2:55][CH2:56][CH2:57][CH2:58][CH2:59]1.[Cl:1][c:2]1[cH:3][c:4]([N:23]([CH:24]2[CH2:25][CH2:26][O:27][CH2:28][CH2:29]2)[CH2:30][CH3:31])[c:5]([CH2:21][CH3:22])[c:6]([C:7](=[O:8])[NH:9][CH2:10][c:11]2[c:12](=[O:19])[nH:13][c:14]([CH3:18])[cH:15][c:16]2[CH3:17])[cH:20]1.[Cs+:61].[F-:60].[Pd+2:92]>>[c:2]1(-[c:70]2[cH:71][cH:72][c:73]([CH2:74][N:75]3[CH2:76][CH2:77][O:78][CH2:79][CH2:80]3)[cH:81][cH:82]2)[cH:3][c:4]([N:23]([CH:24]2[CH2:25][CH2:26][O:27][CH2:28][CH2:29]2)[CH2:30][CH3:31])[c:5]([CH2:21][CH3:22])[c:6]([C:7](=[O:8])[NH:9][CH2:10][c:11]2[c:12](=[O:19])[nH:13][c:14]([CH3:18])[cH:15][c:16]2[CH3:17])[cH:20]1. The reactants are C(=O)(OC(C)(C)C)OC(=O)OC(C)(C)C (di-tert-butyl dicarbonate), C([O-])(O)=O.[Na+] (sodium bicarbonate), resultant solution, C(C)(C)(C)OC(=O)N[C@H]1[C@@H](CC=C(C1)C(=O)O)C1=C(C=C(C(=C1)F)F)F (trans-5-[(tert-butoxycarbonyl)amino]-4-(2,4,5-trifluorophenyl)cyclohex-1-ene-1-carboxylic acid), dibenzoyl (D)-tartaric acid, C[Si](C)(C)C=[N+]=[N-] ((trimethylsilyl)diazomethane). Run in C(C)(=O)O (acetic acid), CO (methanol), C(Cl)Cl (CH2Cl2). Reaction conditions: time 8 hour. Yields the product C(C)(C)(C)OC(=O)N[C@@H]1[C@H](CC=C(C1)C(=O)OC)C1=C(C=C(C(=C1)F)F)F (methyl(4R,5S)-5-[(tert-butoxycarbonyl)amino]-4-(2,4,5-trifluorophenyl)cyclohex-1-ene-1-carboxylate). Yield: 39.0%. RXN SMILES: [C:1]([O:5][C:6]([NH:8][C@@H:9]1[CH2:14][C:13]([C:15]([OH:17])=[O:16])=[CH:12][CH2:11][C@H:10]1[C:18]1[CH:23]=[C:22]([F:24])[C:21]([F:25])=[CH:20][C:19]=1[F:26])=[O:7])([CH3:4])([CH3:3])[CH3:2].[CH3:27][Si](C=[N+]=[N-])(C)C.C(OC(OC(C)(C)C)=O)(OC(C)(C)C)=O.C(=O)(O)[O-].[Na+]>CO.C(Cl)Cl.C(O)(=O)C>[C:1]([O:5][C:6]([NH:8][C@H:9]1[CH2:14][C:13]([C:15]([O:17][CH3:27])=[O:16])=[CH:12][CH2:11][C@@H:10]1[C:18]1[CH:23]=[C:22]([F:24])[C:21]([F:25])=[CH:20][C:19]=1[F:26])=[O:7])([CH3:4])([CH3:2])[CH3:3] |f:3.4|. Procedure: Alternative resolution procedure: A solution of Example 39A (510 mg) was dissolved in methanol (1 mL) and CH2Cl2 (1 mL), and then (trimethylsilyl)diazomethane solution (0.4 mL, 2M in ether) was added. After ten minutes, acetic acid (0.2 mL) was added. The resultant solution was concentrated in vacuo and partitioned between ethyl acetate and bicarb. The organic extract was washed with brine and dried over sodium sulfate. The crude material was deprotected using the procedure of Step B in Example ... Starting materials: C(C)NC(SC)=NC#N (1-ethyl-2-methyl-3-cyanoisothiourea), COCCN (methoxyethylamine), C(C)N (ethylamine). Yields the product COC(C)NC(SC)=NC#N (1-Methoxyethyl-2-methyl-3-cyanoisothiourea). Reaction SMILES: [CH2:1]([NH:3][C:4](=[N:7][C:8]#[N:9])[S:5][CH3:6])[CH3:2].[CH3:10][O:11]CCN.C(N)C>>[CH3:10][O:11][CH:1]([NH:3][C:4](=[N:7][C:8]#[N:9])[S:5][CH3:6])[CH3:2]. Reported procedure: 1-Methoxyethyl-2-methyl-3-cyanoisothiourea was prepared following the same procedure as for 1-ethyl-2-methyl-3-cyanoisothiourea (see EXAMPLE 250) except methoxyethylamine was used in lieu of ethylamine. 1H NMR (CDCl3) δ 2.53 (br s, 3H), 3.37 (s, 3H), 3.52 (m, 4H), 6.29 (br s, 1H).